Dataset: the Open Reaction Database (ORD), a public repository of structured organic reaction records. Task: describe an organic reaction: reactants, conditions, products, and yield The reactants are C, COC(=O)c1cc(OC)c(OCCCCl)cc1[N+](=O)[O-], CO, [H][H], [Pd]. The product is COC(=O)c1cc(OC)c(OCCCCl)cc1N. RXN SMILES: [C:23].[CH3:1][O:2][c:3]1[c:4]([O:16][CH2:17][CH2:18][CH2:19][Cl:20])[cH:5][c:6]([N+:13]([O-:14])=[O:15])[c:7]([C:8](=[O:9])[O:10][CH3:11])[cH:12]1.[CH3:25][OH:26].[H:21][H:22].[Pd:24]>>[CH3:1][O:2][c:3]1[c:4]([O:16][CH2:17][CH2:18][CH2:19][Cl:20])[cH:5][c:6]([NH2:13])[c:7]([C:8](=[O:9])[O:10][CH3:11])[cH:12]1. The reactants are COC1=NC=C(C=C1)Br (2-methoxy-5-bromopyridine), C(CCC)[Li] (n-butyllithium), BrC1=NC=C(C=C1)SC (2-bromo-5-methylthiopyridine). Run in O1CCCC1 (tetrahydrofuran). The product is COC1=NC=C(C=C1)SC (2-methoxy-5-methylthiopyridine). Reaction SMILES: Br[C:2]1[CH:7]=[CH:6][C:5]([S:8][CH3:9])=[CH:4][N:3]=1.[CH3:10][O:11]C1C=CC(Br)=CN=1.C([Li])CCC>O1CCCC1>[CH3:10][O:11][C:2]1[CH:7]=[CH:6][C:5]([S:8][CH3:9])=[CH:4][N:3]=1. Procedure details: For example, 2-bromo-5-methylthiopyridine may be prepared by the treatment of 2-methoxy-5-bromopyridine (Shiao. M. J. et. al. Syn. Comm. 20(19), 2971, 1990) with n-butyllithium in anhydrous tetrahydrofuran at -78 ° C. followed by quenching the reaction with dimethyldisulfide to afford 2-methoxy-5-methylthiopyridine. Demethylation provides 2-hydroxy-5-methylthiopyridine which upon reaction with phosphorousoxybromide yields the desired 2-bromo-5-methylthiopyridine starting material. (Scheme 7) ##S... Starting materials: C(C(=O)Cl)(=O)Cl (oxalylchloride), C1=CC=CC=C1 (benzene), diacid, dichloride. Run at time 4 day. Yields the product ClC(=O)COC1=C(C=CC=C1)OCC(=O)Cl (1,2-di-(chlorocarbonylmethoxy)-benzene). As a reaction SMILES: [C:1]([Cl:6])(=[O:5])[C:2](Cl)=[O:3].[CH:7]1[CH:12]=[CH:11][CH:10]=[CH:9][CH:8]=1>>[Cl:6][C:1]([CH2:2][O:3][C:7]1[CH:12]=[CH:11][CH:10]=[CH:9][C:8]=1[O:3][CH2:2][C:1]([Cl:6])=[O:5])=[O:5]. Procedure: 30 g. Of the above acid are added to a mixture of 200 ml. anhydrous benzene. Then 35 g. oxalylchloride are added, the flask being protected by a calcium chloride tube. The mixture is stirred for four days and the diacid progressively dissolves as it is being transformed into the corresponding dichloride. The solution is then evaporated to dryness (without heating) leaving a brownish solid residue which is recrystallized from a mixture of chloroform-benzene giving white crystals. Reactants: C1CCOC1, Cc1cccc(C)c1CO, CC(C)OC(=O)N=NC(=O)OC(C)C, N#CCc1cccc(O)c1, c1ccc(P(c2ccccc2)c2ccccc2)cc1. Yields the product Cc1cccc(C)c1COc1cccc(CC#N)c1. RXN SMILES: [CH2:54]1[O:55][CH2:56][CH2:57][CH2:58]1.[CH3:25][c:26]1[c:27]([CH2:28][OH:29])[c:30]([CH3:34])[cH:31][cH:32][cH:33]1.[O:11]=[C:12]([O:13][CH:14]([CH3:15])[CH3:16])[N:17]=[N:18][C:19]([O:20][CH:21]([CH3:22])[CH3:23])=[O:24].[OH:1][c:2]1[cH:3][c:4]([CH2:8][C:9]#[N:10])[cH:5][cH:6][cH:7]1.[c:35]1([P:36]([c:37]2[cH:38][cH:39][cH:40][cH:41][cH:42]2)[c:43]2[cH:44][cH:45][cH:46][cH:47][cH:48]2)[cH:49][cH:50][cH:51][cH:52][cH:53]1>>[O:1]([c:2]1[cH:3][c:4]([CH2:8][C:9]#[N:10])[cH:5][cH:6][cH:7]1)[CH2:28][c:27]1[c:26]([CH3:25])[cH:33][cH:32][cH:31][c:30]1[CH3:34]. Reactants: CC(C)(C)OC(=O)CCC(NC(=O)c1cc(OCC(=O)C(C)(C)C)n(-c2ccccc2)n1)C(=O)N1CCN(C(=O)OCc2ccccc2)CC1, CCO, [H][H]. Yields the product CC(C)(C)OC(=O)CCC(NC(=O)c1cc(OCC(=O)C(C)(C)C)n(-c2ccccc2)n1)C(=O)N1CCNCC1. As a reaction SMILES: [CH2:1]([O:2][C:3](=[O:4])[N:11]1[CH2:12][CH2:13][N:14]([C:17]([CH:18]([CH2:19][CH2:20][C:21](=[O:22])[O:23][C:24]([CH3:25])([CH3:26])[CH3:27])[NH:28][C:29](=[O:30])[c:31]2[n:32][n:33](-[c:44]3[cH:45][cH:46][cH:47][cH:48][cH:49]3)[c:34]([O:36][CH2:37][C:38]([C:39]([CH3:40])([CH3:41])[CH3:42])=[O:43])[cH:35]2)=[O:50])[CH2:15][CH2:16]1)[c:5]1[cH:6][cH:7][cH:8][cH:9][cH:10]1.[CH3:53][CH2:54][OH:55].[H:51][H:52]>>[NH:11]1[CH2:12][CH2:13][N:14]([C:17]([CH:18]([CH2:19][CH2:20][C:21](=[O:22])[O:23][C:24]([CH3:25])([CH3:26])[CH3:27])[NH:28][C:29](=[O:30])[c:31]2[n:32][n:33](-[c:44]3[cH:45][cH:46][cH:47][cH:48][cH:49]3)[c:34]([O:36][CH2:37][C:38]([C:39]([CH3:40])([CH3:41])[CH3:42])=[O:43])[cH:35]2)=[O:50])[CH2:15][CH2:16]1. Product: CCCCCCCCCCOc1ccc(C(=O)OC)cc1. RXN SMILES: [Br:18][CH2:19][CH2:20][CH2:21][CH2:22][CH2:23][CH2:24][CH2:25][CH2:26][CH2:27][CH3:28].[CH3:29][C:30]#[N:31].[CH3:7][O:8][C:9]([c:10]1[cH:11][cH:12][c:13]([OH:16])[cH:14][cH:15]1)=[O:17].[K+:1].[K+:2].[O-:3][C:4]([O-:5])=[O:6]>>[CH3:7][O:8][C:9]([c:10]1[cH:11][cH:12][c:13]([O:16][CH2:19][CH2:20][CH2:21][CH2:22][CH2:23][CH2:24][CH2:25][CH2:26][CH2:27][CH3:28])[cH:14][cH:15]1)=[O:17]. Starting materials: CCCCCCCCCCBr, CC#N, COC(=O)c1ccc(O)cc1, [K+], [K+], O=C([O-])[O-]. The reactants are CCO, CCOC(=O)C(Cc1ccc(OCC=C(C)c2ccc(-c3ccc(Cl)cc3)cc2)cc1)OCC, [Na+], [OH-]. The product is CCOC(Cc1ccc(OCC=C(C)c2ccc(-c3ccc(Cl)cc3)cc2)cc1)C(=O)O. RXN SMILES: [CH3:37][CH2:38][OH:39].[Cl:3][c:4]1[cH:5][cH:6][c:7](-[c:10]2[cH:11][cH:12][c:13]([C:16](=[CH:17][CH2:18][O:19][c:20]3[cH:21][cH:22][c:23]([CH2:26][CH:27]([C:28](=[O:29])[O:30][CH2:31][CH3:32])[O:33][CH2:34][CH3:35])[cH:24][cH:25]3)[CH3:36])[cH:14][cH:15]2)[cH:8][cH:9]1.[Na+:2].[OH-:1]>>[Cl:3][c:4]1[cH:5][cH:6][c:7](-[c:10]2[cH:11][cH:12][c:13]([C:16](=[CH:17][CH2:18][O:19][c:20]3[cH:21][cH:22][c:23]([CH2:26][CH:27]([C:28](=[O:29])[OH:30])[O:33][CH2:34][CH3:35])[cH:24][cH:25]3)[CH3:36])[cH:14][cH:15]2)[cH:8][cH:9]1. Starting materials: ClC=1N=C(C2=C(N1)N(C=C2)S(=O)(=O)C2=CC=C(C=C2)C)NC2=CC=C(C(=C2C(=O)N)F)F (6-({2-chloro-7-[(4-methylphenyl)sulfonyl]-7H-pyrrolo[2,3-d]pyrimidin-4-yl}amino)-2,3-difluorobenzamide), CN(C)CC(=O)N1CCCC2=CC(=C(C=C12)N)OC (1-[(dimethylamino)acetyl]-6-(methyloxy)-1,2,3,4-tetrahydro-7-quinolinamine), Cl (hydrochloric acid), solution, O1CCOCC1 (dioxane), [I-].[K+] (potassium iodide). Run in FC(CO)(F)F (2,2,2-trifluoroethanol), ClCCl (dichloromethane), C([O-])(O)=O.[Na+] (sodium bicarbonate). Reaction conditions: temperature 90 celsius, time 24 hour. Yields the product CN(CC(=O)N1CCCC2=CC(=C(C=C12)NC1=NC2=C(C3=NC4=CC=C(C(=C4C(N31)=O)F)F)C=CN2S(=O)(=O)C2=CC=C(C=C2)C)OC)C (5-{[1-(N,N-dimethylglycyl)-6-(methyloxy)-1,2,3,4-tetrahydro-7-quinolinyl]amino}-8,9-difluoro-3-[(4-methylphenyl)sulfonyl]pyrrolo[2′,3′:4,5]pyrimido[6,1-b]quinazolin-7(3H)-one). The yield is 96.0%. Reaction SMILES: Cl[C:2]1[N:3]=[C:4]([NH:21][C:22]2[C:27]([C:28](N)=[O:29])=[C:26]([F:31])[C:25]([F:32])=[CH:24][CH:23]=2)[C:5]2[CH:10]=[CH:9][N:8]([S:11]([C:14]3[CH:19]=[CH:18][C:17]([CH3:20])=[CH:16][CH:15]=3)(=[O:13])=[O:12])[C:6]=2[N:7]=1.[CH3:33][N:34]([CH2:36][C:37]([N:39]1[C:48]2[C:43](=[CH:44][C:45]([O:50][CH3:51])=[C:46]([NH2:49])[CH:47]=2)[CH2:42][CH2:41][CH2:40]1)=[O:38])[CH3:35].Cl.O1CCOCC1.[I-].[K+]>FC(F)(F)CO.ClCCl.C(=O)(O)[O-].[Na+]>[CH3:35][N:34]([CH3:33])[CH2:36][C:37]([N:39]1[C:48]2[C:43](=[CH:44][C:45]([O:50][CH3:51])=[C:46]([NH:49][C:2]3[N:3]4[C:4](=[N:21][C:22]5[C:27]([C:28]4=[O:29])=[C:26]([F:31])[C:25]([F:32])=[CH:24][CH:23]=5)[C:5]4[CH:10]=[CH:9][N:8]([S:11]([C:14]5[CH:19]=[CH:18][C:17]([CH3:20])=[CH:16][CH:15]=5)(=[O:13])=[O:12])[C:6]=4[N:7]=3)[CH:47]=2)[CH2:42][CH2:41][CH2:40]1)=[O:38] |f:4.5,8.9|. Procedure details: To a suspension of 6-({2-chloro-7-[(4-methylphenyl)sulfonyl]-7H-pyrrolo[2,3-d]pyrimidin-4-yl}amino)-2,3-difluorobenzamide (600 mg, 1.26 mmol) in 2,2,2-trifluoroethanol (40 ml) was added 1-[(dimethylamino)acetyl]-6-(methyloxy)-1,2,3,4-tetrahydro-7-quinolinamine (366 mg, 1.39 mmol), hydrochloric acid as a 4.0M solution in dioxane (2.51 ml, 10.1 mmol), and catalytic potassium iodide (<10 mg). The resulting slurry was stirred at 90° C. in a pressure vial for 24 hours, at which time all solids had co... Starting materials: NC(=O)c1cc2c(OCc3ccccc3)cc(F)cc2n1Cc1ccccc1, CCO. Product: NC(=O)c1cc2c(O)cc(F)cc2n1Cc1ccccc1. RXN SMILES: [CH2:1]([c:2]1[cH:3][cH:4][cH:5][cH:6][cH:7]1)[n:8]1[c:9]([C:26](=[O:27])[NH2:28])[cH:10][c:11]2[c:12]([O:18][CH2:19][c:20]3[cH:21][cH:22][cH:23][cH:24][cH:25]3)[cH:13][c:14]([F:17])[cH:15][c:16]12.[CH3:29][CH2:30][OH:31]>>[CH2:1]([c:2]1[cH:3][cH:4][cH:5][cH:6][cH:7]1)[n:8]1[c:9]([C:26](=[O:27])[NH2:28])[cH:10][c:11]2[c:12]([OH:18])[cH:13][c:14]([F:17])[cH:15][c:16]12.